From a dataset of the Open Reaction Database (ORD), a public repository of structured organic reaction records. describe an organic reaction: reactants, conditions, products, and yield Reactants: [H-].[H-].[H-].[H-].[Li+].[Al+3] (LAH), CON(C(=O)[C@@]1(OC(OC1)(C)C)C)C ((R)-N-methoxy-N,2,2,4-tetramethyl-1,3-dioxolane-4-carboxamide), [NH4+].[Cl-] (NH4Cl). Run in C1CCOC1 (THF). Run at temperature -78 celsius, time 30 minute. Yields the product CC1(OC[C@@](O1)(C=O)C)C ((R)-2,2,4-trimethyl-1,3-dioxolane-4-carbaldehyde). Isolated yield 61.4%. As a reaction SMILES: CON(C)[C:4]([C@@:6]1([CH3:13])[CH2:10][O:9][C:8]([CH3:12])([CH3:11])[O:7]1)=[O:5].[H-].[H-].[H-].[H-].[Li+].[Al+3].[NH4+].[Cl-]>C1COCC1>[CH3:11][C:8]1([CH3:12])[O:7][C@@:6]([CH3:13])([CH:4]=[O:5])[CH2:10][O:9]1 |f:1.2.3.4.5.6,7.8|. Procedure: (R)-N-methoxy-N,2,2,4-tetramethyl-1,3-dioxolane-4-carboxamide (22.9 g, 113 mmol) was dissolved in THF (500 mL) and cooled to −78° C. 1M LAH (124 ml, 124 mmol) was added slowly through an addition funnel over about 30 minutes. The reaction was stirred for another 30 minutes, a saturated aqueous NH4Cl was added (125 mL) and the reaction was allowed to warm to ambient temperature. After filtration, the slurry mixture was washed several times with EtOAc, and concentrated to afford crude (R)-2,2,4-tr... The reactants are ClC1=NC=NC(=C1)C1=C(C(=CC=C1)F)F (4-chloro-6-(2,3-difluorophenyl)pyrimidine), C(C#CC)O (2-butyn-1-ol), O (water), [H-].[Na+] (sodium hydride). The solvent is CN(C=O)C (N,N-dimethylformamide). Conditions: time 8 hour. Yields the product FC1=C(C=CC=C1F)C1=NC=NC(=C1)OCC#CC (4-(2,3-difluorophenyl)-6-(2-butynyloxy)pyrimidine). Yield: 65.9%. Reaction SMILES: Cl[C:2]1[CH:7]=[C:6]([C:8]2[CH:13]=[CH:12][CH:11]=[C:10]([F:14])[C:9]=2[F:15])[N:5]=[CH:4][N:3]=1.[CH2:16]([OH:20])[C:17]#[C:18][CH3:19].[H-].[Na+].O>CN(C)C=O>[F:15][C:9]1[C:10]([F:14])=[CH:11][CH:12]=[CH:13][C:8]=1[C:6]1[CH:7]=[C:2]([O:20][CH2:16][C:17]#[C:18][CH3:19])[N:3]=[CH:4][N:5]=1 |f:2.3|. Reported procedure: In 10 ml of N,N-dimethylformamide were dissolved 280 mg of 4-chloro-6-(2,3-difluorophenyl)pyrimidine and 96 mg of 2-butyn-1-ol, to which 55 mg of sodium hydride (60% in oil) was added, followed by stirring at room temperature for 8 hours. The reaction mixture was then poured into water and extracted with ethyl acetate. The organic layer was washed with a saturated aqueous sodium chloride solution, dried over anhydrous magnesium sulfate, and then concentrated. The resulting residue was subjected ...